From a dataset of the Open Reaction Database (ORD), a public repository of structured organic reaction records. describe an organic reaction: reactants, conditions, products, and yield Starting materials: BrCCOC1CCCCO1, CCc1[nH]nc(C(C)O)c1Oc1cc(C#N)cc(C#N)c1, CN(C)C=O, [H-], [Na+]. Product: CCc1c(Oc2cc(C#N)cc(C#N)c2)c(C(C)O)nn1CCOC1CCCCO1. Reaction SMILES: [Br:22][CH2:23][CH2:24][O:25][CH:26]1[O:27][CH2:28][CH2:29][CH2:30][CH2:31]1.[CH2:1]([CH3:2])[c:3]1[c:4]([O:11][c:12]2[cH:13][c:14]([C:20]#[N:21])[cH:15][c:16]([C:17]#[N:18])[cH:19]2)[c:5]([CH:8]([CH3:9])[OH:10])[n:6][nH:7]1.[CH3:34][N:35]([CH3:36])[CH:37]=[O:38].[H-:32].[Na+:33]>>[CH2:1]([CH3:2])[c:3]1[c:4]([O:11][c:12]2[cH:13][c:14]([C:20]#[N:21])[cH:15][c:16]([C:17]#[N:18])[cH:19]2)[c:5]([CH:8]([CH3:9])[OH:10])[n:6][n:7]1[CH2:23][CH2:24][O:25][CH:26]1[O:27][CH2:28][CH2:29][CH2:30][CH2:31]1.